This data is from the Open Reaction Database (ORD), a public repository of structured organic reaction records. The task is: describe an organic reaction: reactants, conditions, products, and yield Reactants: CO, Cl, Cc1cc(F)ccc1-c1cc(N2CC3COCCN3CC2CO[Si](C)(C)C(C)(C)C)ncc1N(C)C(=O)C(C)(C)c1cc(C(F)(F)F)cc(C(F)(F)F)c1. Yields the product Cc1cc(F)ccc1-c1cc(N2CC3COCCN3CC2CO)ncc1N(C)C(=O)C(C)(C)c1cc(C(F)(F)F)cc(C(F)(F)F)c1. Reaction SMILES: [CH3:56][OH:57].[ClH:55].[F:1][C:2]([c:3]1[cH:4][c:5]([C:13]([C:14](=[O:15])[N:16]([CH3:17])[c:18]2[cH:19][n:20][c:21]([N:32]3[CH2:33][CH:34]4[CH2:35][O:36][CH2:37][CH2:38][N:39]4[CH2:40][CH:41]3[CH2:42][O:43][Si:44]([C:45]([CH3:46])([CH3:47])[CH3:48])([CH3:49])[CH3:50])[cH:22][c:23]2-[c:24]2[c:25]([CH3:31])[cH:26][c:27]([F:30])[cH:28][cH:29]2)([CH3:51])[CH3:52])[cH:6][c:7]([C:9]([F:10])([F:11])[F:12])[cH:8]1)([F:53])[F:54]>>[F:1][C:2]([c:3]1[cH:4][c:5]([C:13]([C:14](=[O:15])[N:16]([CH3:17])[c:18]2[cH:19][n:20][c:21]([N:32]3[CH2:33][CH:34]4[CH2:35][O:36][CH2:37][CH2:38][N:39]4[CH2:40][CH:41]3[CH2:42][OH:43])[cH:22][c:23]2-[c:24]2[c:25]([CH3:31])[cH:26][c:27]([F:30])[cH:28][cH:29]2)([CH3:51])[CH3:52])[cH:6][c:7]([C:9]([F:10])([F:11])[F:12])[cH:8]1)([F:53])[F:54].